From a dataset of the Open Reaction Database (ORD), a public repository of structured organic reaction records. describe an organic reaction: reactants, conditions, products, and yield Starting materials: COC(CC1=CC(=CC=C1)C(F)(F)F)=O ((3-trifluoromethyl-phenyl)-acetic acid methyl ester), BrN1C(CCC1=O)=O (N-bromosuccinimide). Reagents/catalysts: Br (hydrobromic acid). Run in C(Cl)(Cl)Cl (chloroform). Product: COC(C(C1=CC(=CC=C1)C(F)(F)F)Br)=O (Bromo-(3-trifluoromethyl-phenyl)-acetic acid methyl ester). Isolated yield 39.0%. As a reaction SMILES: [CH3:1][O:2][C:3](=[O:15])[CH2:4][C:5]1[CH:10]=[CH:9][CH:8]=[C:7]([C:11]([F:14])([F:13])[F:12])[CH:6]=1.[Br:16]N1C(=O)CCC1=O>Br.C(Cl)(Cl)Cl>[CH3:1][O:2][C:3](=[O:15])[CH:4]([Br:16])[C:5]1[CH:10]=[CH:9][CH:8]=[C:7]([C:11]([F:12])([F:14])[F:13])[CH:6]=1. Procedure: A mixture of (3-trifluoromethyl-phenyl)-acetic acid methyl ester (6.0 g, 25.9 mmol) and N-bromosuccinimide (9.2 g, 51.7 mmol) and a few drops of hydrobromic acid (48% solution) in chloroform (250 mL) was heated under reflux for two days. The reaction mixture was concentrated to dryness, taken up in methylene chloride and loaded onto a column of silica gel. Elution with 5% ethyl acetate/hexanes gave Bromo-(3-trifluoromethyl-phenyl)-acetic acid methyl ester (3.0 g, 39% yield) as colorless oil. The... Reactants: Cc1ccc(-c2c[nH]nc2C(F)(F)F)cc1C(SC(c1cc(-c2c[nH]nc2C(F)(F)F)ccc1C)C(F)(F)F)C(F)(F)F, ClC(Cl)Cl, O=C(OO)c1cccc(Cl)c1, [Na+], [Na+], O=S([O-])[O-]. Product: Cc1ccc(-c2c[nH]nc2C(F)(F)F)cc1C(S(=O)C(c1cc(-c2c[nH]nc2C(F)(F)F)ccc1C)C(F)(F)F)C(F)(F)F. As a reaction SMILES: [CH3:1][c:2]1[c:3]([CH:17]([C:18]([F:19])([F:20])[F:21])[S:22][CH:23]([C:24]([F:25])([F:26])[F:27])[c:28]2[c:29]([CH3:43])[cH:30][cH:31][c:32](-[c:34]3[c:35]([C:39]([F:40])([F:41])[F:42])[n:36][nH:37][cH:38]3)[cH:33]2)[cH:4][c:5](-[c:8]2[c:9]([C:13]([F:14])([F:15])[F:16])[n:10][nH:11][cH:12]2)[cH:6][cH:7]1.[CH:61]([Cl:62])([Cl:63])[Cl:64].[Cl:44][c:45]1[cH:46][cH:47][cH:48][c:49]([C:50]([O:51][OH:53])=[O:52])[cH:54]1.[Na+:59].[Na+:60].[S:55]([O-:56])([O-:57])=[O:58]>>[CH3:1][c:2]1[c:3]([CH:17]([C:18]([F:19])([F:20])[F:21])[S:22]([CH:23]([C:24]([F:25])([F:26])[F:27])[c:28]2[c:29]([CH3:43])[cH:30][cH:31][c:32](-[c:34]3[c:35]([C:39]([F:40])([F:41])[F:42])[n:36][nH:37][cH:38]3)[cH:33]2)=[O:52])[cH:4][c:5](-[c:8]2[c:9]([C:13]([F:14])([F:15])[F:16])[n:10][nH:11][cH:12]2)[cH:6][cH:7]1. The reactants are ClC1=NC=2N3C(CN(C2C=N1)S(=O)(=O)C1=CC=C(C)C=C1)COCC3 (2-chloro-5-tosyl-5,6,6a,7,9,10-hexahydro-[1,4]oxazino[3,4-h]pteridine), CC1(OB(OC1(C)C)C1=C2C=CNC2=CC=C1)C (4-(4,4,5,5-tetramethyl-1,3,2-dioxaborolan-2-yl)-1H-indole). Reagents/catalysts: C1=CC=C(C=C1)P([C-]2C=CC=C2)C3=CC=CC=C3.C1=CC=C(C=C1)P([C-]2C=CC=C2)C3=CC=CC=C3.Cl[Pd]Cl.[Fe+2] (PdCl2(dppf)). The solvent is O1CCOCC1 (dioxane), C(=O)(O)[O-].[Na+] (NaHCO3). The product is N1C=CC2=C(C=CC=C12)C1=NC=2N3C(CN(C2C=N1)S(=O)(=O)C1=CC=C(C)C=C1)COCC3 (2-(1H-indol-4-yl)-5-tosyl-5,6,6a,7,9,10-hexahydro-[1,4]oxazino[3,4-h]pteridine). RXN SMILES: Cl[C:2]1[N:11]=[CH:10][C:9]2[N:8]([S:12]([C:15]3[CH:21]=[CH:20][C:18]([CH3:19])=[CH:17][CH:16]=3)(=[O:14])=[O:13])[CH2:7][CH:6]3[CH2:22][O:23][CH2:24][CH2:25][N:5]3[C:4]=2[N:3]=1.CC1(C)C(C)(C)OB([C:34]2[CH:42]=[CH:41][CH:40]=[C:39]3[C:35]=2[CH:36]=[CH:37][NH:38]3)O1>O1CCOCC1.C([O-])(O)=O.[Na+].C1C=CC(P(C2C=CC=CC=2)[C-]2C=CC=C2)=CC=1.C1C=CC(P(C2C=CC=CC=2)[C-]2C=CC=C2)=CC=1.Cl[Pd]Cl.[Fe+2]>[NH:38]1[C:39]2[C:35](=[C:34]([C:2]3[N:11]=[CH:10][C:9]4[N:8]([S:12]([C:15]5[CH:21]=[CH:20][C:18]([CH3:19])=[CH:17][CH:16]=5)(=[O:14])=[O:13])[CH2:7][CH:6]5[CH2:22][O:23][CH2:24][CH2:25][N:5]5[C:4]=4[N:3]=3)[CH:42]=[CH:41][CH:40]=2)[CH:36]=[CH:37]1 |f:3.4,5.6.7.8|. Procedure: The title compound was prepared in a manner similar to EXAMPLE 3 using 2-chloro-5-tosyl-5,6,6a,7,9,10-hexahydro-[1,4]oxazino[3,4-h]pteridine (PREPARATION x11, 68 mg, 0.179 mmol), 4-(4,4,5,5-tetramethyl-1,3,2-dioxaborolan-2-yl)-1H-indole (87 mg, 0.357 mmol) and PdCl2(dppf) (6.53 mg, 8.93 μmol) in dioxane (2 mL) and aqueous saturated NaHCO3 (0.4 mL). 1H NMR (400 MHz, DMSO-d6) δ 2.35-2.41 (m, 3H), 2.55-2.66 (m, 1H), 2.68-2.76 (m, 1H), 2.97-3.09 (m, 1H), 3.17-3.27 (m, 1H), 3.82-3.98 (m, 2H), 4.16-4.... Conditions: time 3 hour. The product is C(=O)C1=CC=C(C=C1)/C=C/C#CC1=CC=C(C(=O)O)C=C1 (4-[(E)-4-(4-formylphenyl)but-3-en-1-yn-1-yl)benzoic acid). RXN SMILES: [OH-].[Na+].CO.C[O:6][C:7](=[O:26])[C:8]1[CH:13]=[CH:12][C:11]([C:14]#[C:15]/[CH:16]=[CH:17]/[C:18]2[CH:23]=[CH:22][C:21]([CH:24]=[O:25])=[CH:20][CH:19]=2)=[CH:10][CH:9]=1.Cl>O.O1CCOCC1>[CH:24]([C:21]1[CH:20]=[CH:19][C:18](/[CH:17]=[CH:16]/[C:15]#[C:14][C:11]2[CH:10]=[CH:9][C:8]([C:7]([OH:26])=[O:6])=[CH:13][CH:12]=2)=[CH:23][CH:22]=1)=[O:25] |f:0.1|. Procedure: A 20% aqueous solution (1.5 mL) of sodium hydroxide was added to a methanol (20 mL)-1,4-dioxane (20 mL) solution of 4-[(E)-4-(4-formylphenyl)but-3-en-1-yn-1-yl)benzoic acid methyl ester (0.59 g) as obtained in Example 23-(1), and then the mixture was stirred for 3 hours at room temperature. A 20% aqueous solution (1.5 mL) of sodium hydroxide was added, and the mixture was stirred for 30 minutes at room temperature. Water was added, and the mixture was adjusted to pH 3 with 12 mol/L hydrochloric ... Isolated yield 98.0%. Reactants: aqueous solution, [OH-].[Na+] (sodium hydroxide), CO (methanol), COC(C1=CC=C(C=C1)C#C\C=C\C1=CC=C(C=C1)C=O)=O (4-[(E)-4-(4-formylphenyl)but-3-en-1-yn-1-yl)benzoic acid methyl ester), aqueous solution, [OH-].[Na+] (sodium hydroxide), Cl (hydrochloric acid). Run in O (Water), O1CCOCC1 (1,4-dioxane). The reactants are ClC1=CC=C(C=C1)C1=NC=2N(C(=C1)C1CC1)N=CC2C#C (5-(4-chloro-phenyl)-7-cyclopropyl-3-ethynyl-pyrazolo[1,5-a]pyrimidine), BrC=1C=CC(=C(C1)S(=O)(=O)NC(CO)(C)C)OC (5-bromo-N-(2-hydroxy-1,1-dimethyl-ethyl)-2-methoxy-benzenesulfonamide). Yields the product ClC1=CC=C(C=C1)C1=NC=2N(C(=C1)C1CC1)N=CC2C#CC=2C=CC(=C(C2)S(=O)(=O)NC(CO)(C)C)OC (5-[5-(4-Chloro-phenyl)-7-cyclopropyl-pyrazolo[1,5-a]pyrimidin-3-ylethynyl]-N-(2-hydroxy-1,1-dimethyl-ethyl)-2-methoxy-benzenesulfonamide), solid. Isolated yield 28.0%. Reaction SMILES: [Cl:1][C:2]1[CH:7]=[CH:6][C:5]([C:8]2[CH:13]=[C:12]([CH:14]3[CH2:16][CH2:15]3)[N:11]3[N:17]=[CH:18][C:19]([C:20]#[CH:21])=[C:10]3[N:9]=2)=[CH:4][CH:3]=1.Br[C:23]1[CH:24]=[CH:25][C:26]([O:38][CH3:39])=[C:27]([S:29]([NH:32][C:33]([CH3:37])([CH3:36])[CH2:34][OH:35])(=[O:31])=[O:30])[CH:28]=1>>[Cl:1][C:2]1[CH:7]=[CH:6][C:5]([C:8]2[CH:13]=[C:12]([CH:14]3[CH2:16][CH2:15]3)[N:11]3[N:17]=[CH:18][C:19]([C:20]#[C:21][C:23]4[CH:24]=[CH:25][C:26]([O:38][CH3:39])=[C:27]([S:29]([NH:32][C:33]([CH3:36])([CH3:37])[CH2:34][OH:35])(=[O:31])=[O:30])[CH:28]=4)=[C:10]3[N:9]=2)=[CH:4][CH:3]=1. Procedure: The title compound was prepared from 5-(4-chloro-phenyl)-7-cyclopropyl-3-ethynyl-pyrazolo[1,5-a]pyrimidine (example C.5) (73 mg, 0.25 mmol) and 5-bromo-N-(2-hydroxy-1,1-dimethyl-ethyl)-2-methoxy-benzenesulfonamide (85 mg, 0.25 mmol) (Example B.7) according to general procedure II. Obtained as a yellow solid (38 mg, 28%). MS (ISP) 551.3[(M+H)+]; mp 253-256° C. The reactants are C(C1=CC=CC=C1)(=O)Cl (Benzoyl chloride), OCCC1CCNCC1 (4-(2-hydroxyethyl)piperidine), [OH-].[Na+] (sodium hydroxide). The solvent is ClCCl (dichloromethane), ClCCl (dichloromethane), C(C)N(CC)CC (triethylamine), O (water), O1CCOCC1 (1,4-dioxane). Reaction conditions: time 1 hour. The product is C(C1=CC=CC=C1)(=O)N1CCC(CC1)CCO (1-benzoyl-4-(2-hydroxyethyl)piperidine). As a reaction SMILES: [C:1](Cl)(=[O:8])[C:2]1[CH:7]=[CH:6][CH:5]=[CH:4][CH:3]=1.[OH:10][CH2:11][CH2:12][CH:13]1[CH2:18][CH2:17][NH:16][CH2:15][CH2:14]1.[OH-].[Na+]>ClCCl.C(N(CC)CC)C.O1CCOCC1.O>[C:1]([N:16]1[CH2:17][CH2:18][CH:13]([CH2:12][CH2:11][OH:10])[CH2:14][CH2:15]1)(=[O:8])[C:2]1[CH:7]=[CH:6][CH:5]=[CH:4][CH:3]=1 |f:2.3|. Procedure: Benzoyl chloride (25.8 ml) in dichloromethane (20 ml) was added dropwise over 30 minutes to a mixture of 4-(2-hydroxyethyl)piperidine (26 g) in dichloromethane (250 ml) and triethylamine (16.3 ml) at 0° C. The mixture was allowed to warm to ambient temperature and stirred at this temperature for 1 hour. The mixture was washed with sodium bicarbonate solution and then dried and evaporated to give a colourless oil. The oil was dissolved in 1,4-dioxane (250 ml) and then a solution of sodium hydroxi... Reactants: NC1=[N+](C(=CC(=C1)N1CCCC=CCC1)C)[O-] (2-amino-6-methyl-4-(3,4,7,8-tetrahydro-1-(2H)-azocinyl)-pyridine-1-oxide), ClS(=O)(=O)O (chlorosulfonic acid), C(C)(C)NC(C)C (diisopropylamine). Run in C(Cl)(Cl)Cl (chloroform). Conditions: time 8 hour. Product: [OH-].NC1=[N+](C(=CC(=C1)N1CCCC=CCC1)C)OS(=O)(=O)O (2-amino-6-methyl-4-(3,4,7,8-tetrahydro-1(2H)-azocinyl)-1-(sulfooxy)-pyridinium hydroxide). RXN SMILES: [NH2:1][C:2]1[CH:7]=[C:6]([N:8]2[CH2:15][CH2:14][CH:13]=[CH:12][CH2:11][CH2:10][CH2:9]2)[CH:5]=[C:4]([CH3:16])[N+:3]=1[O-:17].Cl[S:19]([OH:22])(=[O:21])=[O:20].C(NC(C)C)(C)C>C(Cl)(Cl)Cl>[OH-:17].[NH2:1][C:2]1[CH:7]=[C:6]([N:8]2[CH2:9][CH2:10][CH:11]=[CH:12][CH2:13][CH2:14][CH2:15]2)[CH:5]=[C:4]([CH3:16])[N+:3]=1[O:17][S:19]([OH:22])(=[O:21])=[O:20] |f:4.5|. Procedure: A mixture of 1.00 grams of 2-amino-6-methyl-4-(3,4,7,8-tetrahydro-1-(2H)-azocinyl)-pyridine-1-oxide, 1.00 grams of chlorosulfonic acid, and 2.5 grams of diisopropylamine in 25 ml of chloroform is stirred overnight. The mixture is concentrated in vacuo. The residue is stirred with aqueous sodium bicarbonate, filtered and washed with ether to give the crude product. This is recrystallized from DMF and ethyl acetate to yield the purified 2-amino-6-methyl-4-(3,4,7,8-tetrahydro-1(2H)-azocinyl)-1-(sul... Starting materials: C(C)OC(CC(C(F)(F)F)CN1C[C@H](OCC1)C1=CC(=CC=C1)C(F)(F)F)=O (4,4,4-trifluoro-3-[(R)-2-(3-trifluoromethyl-phenyl)-morpholin-4-ylmethyl]-butyric acid ethyl ester), [OH-].[Na+] (sodium hydroxide). Solvent: C(C)O (ethanol). Reaction conditions: time 25 minute. The product is FC(C(CC(=O)O)CN1C[C@H](OCC1)C1=CC(=CC=C1)C(F)(F)F)(F)F (4,4,4-trifluoro-3-[(R)-2-(3-trifluoromethylphenyl)-morpholin-4-ylmethyl]-butyric acid). Yield: 100.7%. As a reaction SMILES: C([O:3][C:4](=[O:28])[CH2:5][CH:6]([CH2:11][N:12]1[CH2:17][CH2:16][O:15][C@H:14]([C:18]2[CH:23]=[CH:22][CH:21]=[C:20]([C:24]([F:27])([F:26])[F:25])[CH:19]=2)[CH2:13]1)[C:7]([F:10])([F:9])[F:8])C.[OH-].[Na+]>C(O)C>[F:10][C:7]([F:8])([F:9])[CH:6]([CH2:11][N:12]1[CH2:17][CH2:16][O:15][C@H:14]([C:18]2[CH:23]=[CH:22][CH:21]=[C:20]([C:24]([F:25])([F:27])[F:26])[CH:19]=2)[CH2:13]1)[CH2:5][C:4]([OH:28])=[O:3] |f:1.2|. Procedure details: A mixture of 0.589 g (1.4 mmol) of 4,4,4-trifluoro-3-[(R)-2-(3-trifluoromethyl-phenyl)-morpholin-4-ylmethyl]-butyric acid ethyl ester, ca. 1.07 mL of 2 M sodium hydroxide solution and 14 mL of ethanol was heated at reflux and stirred under an atmosphere of argon. After 25 min, volatiles were removed under reduced pressure. The mixture was treated with 40 mL of saturated sodium dihydrogen phosphate solution, and extracted twice with ethyl acetate. The combined ethyl acetate layers were washed wit... The reactants are COC1=CC=C2C=C3C(=NC2=C1)NN=C3N (7-methoxy-1H-pyrazolo[3,4-b]quinolin-3-amine), Cl (hydrochloric acid). Yields the product ClC1=NNC2=NC3=CC(=CC=C3C=C21)OC (3-Chloro-7-methoxy-1H-pyrazolo[3,4-b]quinoline). Isolated yield 25.0%. Reaction SMILES: [CH3:1][O:2][C:3]1[CH:12]=[C:11]2[C:6]([CH:7]=[C:8]3[C:15](N)=[N:14][NH:13][C:9]3=[N:10]2)=[CH:5][CH:4]=1.[ClH:17]>>[Cl:17][C:15]1[C:8]2[C:9](=[N:10][C:11]3[C:6]([CH:7]=2)=[CH:5][CH:4]=[C:3]([O:2][CH3:1])[CH:12]=3)[NH:13][N:14]=1. Procedure: 3-Chloro-7-methoxy-1H-pyrazolo[3,4-b]quinoline was prepared from 7-methoxy-1H-pyrazolo[3,4-b]quinolin-3-amine (Example 3d) by diazotization in hydrochloric acid. The product was recrystallized from ethanol and then from acetic acid and obtained in about 25% yield as a brown solid, m.p. 296°-297° C. Starting materials: CN(C)C=O, [N-]=[N+]=[N-], [Na+], c1ncn2c1C1(CCC2)CO1, O. Yields the product [N-]=[N+]=NCC1(O)CCCn2cncc21. As a reaction SMILES: [CH3:17][N:18]([CH3:19])[CH:20]=[O:21].[N-:13]=[N+:14]=[N-:15].[Na+:12].[O:1]1[CH2:2][C:3]12[c:4]1[n:5]([cH:9][n:10][cH:11]1)[CH2:6][CH2:7][CH2:8]2.[OH2:16]>>[OH:1][C:3]1([CH2:2][N:13]=[N+:14]=[N-:15])[c:4]2[n:5]([cH:9][n:10][cH:11]2)[CH2:6][CH2:7][CH2:8]1.